From a dataset of the Open Reaction Database (ORD), a public repository of structured organic reaction records. describe an organic reaction: reactants, conditions, products, and yield Reactants: CC(C)(C)OC(=O)NCc1cccc(C(=O)O)c1, CCN(C(C)C)C(C)C, CCN=C=NCCCN(C)C, CN(C)C=O, CCOC(C)=O, ClCCl, Cl, CN(CCc1ccccc1OCCO)C(=O)C(N)Cc1ccc2ccccc2c1. Product: CN(CCc1ccccc1OCCO)C(=O)C(Cc1ccc2ccccc2c1)NC(=O)c1cccc(CNC(=O)OC(C)(C)C)c1. RXN SMILES: [C:1]([CH3:2])([CH3:3])([CH3:4])[O:5][C:6](=[O:7])[NH:8][CH2:9][c:10]1[cH:11][c:12]([C:13](=[O:14])[OH:15])[cH:16][cH:17][cH:18]1.[CH2:60]([N:61]([CH:62]([CH3:63])[CH3:64])[CH:65]([CH3:66])[CH3:67])[CH3:68].[CH3:20][N:21]([CH3:22])[CH2:23][CH2:24][CH2:25][N:26]=[C:27]=[N:28][CH2:29][CH3:30].[CH3:69][N:70]([CH3:71])[CH:72]=[O:73].[CH3:77][CH2:78][O:79][C:80](=[O:81])[CH3:82].[Cl:74][CH2:75][Cl:76].[ClH:19].[NH2:31][CH:32]([C:33](=[O:34])[N:35]([CH3:36])[CH2:37][CH2:38][c:39]1[c:40]([O:45][CH2:46][CH2:47][OH:48])[cH:41][cH:42][cH:43][cH:44]1)[CH2:49][c:50]1[cH:51][c:52]2[cH:53][cH:54][cH:55][cH:56][c:57]2[cH:58][cH:59]1>>[C:1]([CH3:2])([CH3:3])([CH3:4])[O:5][C:6](=[O:7])[NH:8][CH2:9][c:10]1[cH:11][c:12]([C:13](=[O:15])[NH:31][CH:32]([C:33](=[O:34])[N:35]([CH3:36])[CH2:37][CH2:38][c:39]2[c:40]([O:45][CH2:46][CH2:47][OH:48])[cH:41][cH:42][cH:43][cH:44]2)[CH2:49][c:50]2[cH:51][c:52]3[cH:53][cH:54][cH:55][cH:56][c:57]3[cH:58][cH:59]2)[cH:16][cH:17][cH:18]1. Reactants: C(C)NCC (N,N-diethylamine), C(CCl)Cl (EDC), C=1C=CC2=C(C1)N=NN2O (HOBt), C(C1=CC=CC=C1)OC(=O)N1CC(CC1)C(=O)O (1-[(benzyloxy)carbonyl]-3-pyrrolidinecarboxylic acid). Solvent: CN(C)C=O (DMF), C(C)(=O)OCC (ethyl acetate). Conditions: time 72 hour. The product is C(C)N(C(=O)C1CN(CC1)C(=O)OCC1=CC=CC=C1)CC (Benzyl 3-(diethylcarbamoyl)-1-pyrrolidinecarboxylate). Isolated yield 91.1%. Reaction SMILES: [CH2:1]([O:8][C:9]([N:11]1[CH2:15][CH2:14][CH:13]([C:16]([OH:18])=O)[CH2:12]1)=[O:10])[C:2]1[CH:7]=[CH:6][CH:5]=[CH:4][CH:3]=1.[CH2:19]([NH:21][CH2:22][CH3:23])[CH3:20].C(Cl)CCl.C1C=CC2N(O)N=NC=2C=1>CN(C=O)C.C(OCC)(=O)C>[CH2:19]([N:21]([CH2:22][CH3:23])[C:16]([CH:13]1[CH2:14][CH2:15][N:11]([C:9]([O:8][CH2:1][C:2]2[CH:3]=[CH:4][CH:5]=[CH:6][CH:7]=2)=[O:10])[CH2:12]1)=[O:18])[CH3:20]. Reported procedure: Under an argon atmosphere, 1-[(benzyloxy)carbonyl]-3-pyrrolidinecarboxylic acid (500 mg) was dissolved in DMF (5 mL), added with N,N-diethylamine (0.293 g), further with EDC (769 mg) and HOBt (542 mg) and stirred at room temperature for 72 hours. The reaction solution was diluted with ethyl acetate, sequentially washed with 1 N hydrochloric acid, a 1 N sodium hydroxide aqueous solution, water and a saturated sodium chloride solution and dried over anhydrous magnesium sulphate before distillation... Yields the product COc1ccc(C(C#N)=Cc2cccc(F)c2)cn1. Reactants: COc1ccc(Br)cn1, CCOP(=O)(CC#N)OCC, COCCOC, CCOC(C)=O, [Cl-], O=Cc1cccc(F)c1, [H-], [NH4+], [Na+], c1ccc(P(c2ccccc2)(c2ccccc2)[Pd](P(c2ccccc2)(c2ccccc2)c2ccccc2)(P(c2ccccc2)(c2ccccc2)c2ccccc2)P(c2ccccc2)(c2ccccc2)c2ccccc2)cc1. As a reaction SMILES: [Br:14][c:15]1[cH:16][cH:17][c:18]([O:21][CH3:22])[n:19][cH:20]1.[C:3](#[N:4])[CH2:5][P:6](=[O:7])([O:8][CH2:9][CH3:10])[O:11][CH2:12][CH3:13].[CH3:32][O:33][CH2:34][CH2:35][O:36][CH3:37].[CH3:40][CH2:41][O:42][C:43](=[O:44])[CH3:45].[Cl-:38].[F:23][c:24]1[cH:25][c:26]([CH:27]=[O:28])[cH:29][cH:30][cH:31]1.[H-:1].[NH4+:39].[Na+:2].[cH:46]1[cH:47][cH:48][c:49]([P:50]([Pd:51]([P:52]([c:53]2[cH:54][cH:55][cH:56][cH:57][cH:58]2)([c:59]2[cH:60][cH:61][cH:62][cH:63][cH:64]2)[c:65]2[cH:66][cH:67][cH:68][cH:69][cH:70]2)([P:71]([c:72]2[cH:73][cH:74][cH:75][cH:76][cH:77]2)([c:78]2[cH:79][cH:80][cH:81][cH:82][cH:83]2)[c:84]2[cH:85][cH:86][cH:87][cH:88][cH:89]2)[P:90]([c:91]2[cH:92][cH:93][cH:94][cH:95][cH:96]2)([c:97]2[cH:98][cH:99][cH:100][cH:101][cH:102]2)[c:103]2[cH:104][cH:105][cH:106][cH:107][cH:108]2)([c:109]2[cH:110][cH:111][cH:112][cH:113][cH:114]2)[c:115]2[cH:116][cH:117][cH:118][cH:119][cH:120]2)[cH:121][cH:122]1>>[C:3](#[N:4])[C:5]([c:15]1[cH:16][cH:17][c:18]([O:21][CH3:22])[n:19][cH:20]1)=[CH:27][c:26]1[cH:25][c:24]([F:23])[cH:31][cH:30][cH:29]1.